From a dataset of the Open Reaction Database (ORD), a public repository of structured organic reaction records. describe an organic reaction: reactants, conditions, products, and yield Starting materials: C(C1=CC=CC=C1)OC(=O)NC1OC([C@H](N1)C)(O)C1=C(C=C(C=C1)F)F ((4R)-2-(benzyloxycarbonyl)amino-5-(2,4-difluorophenyl)-4-methyl-5-hydroxyoxazolidine), O (water), Cl (hydrochloric acid). Solvent: O1CCCC1 (tetrahydrofuran). Product: C(C1=CC=CC=C1)OC(=O)N[C@@H](C(=O)C1=C(C=C(C=C1)F)F)C ((2R)-2-(benzyloxycarbonyl)amino-1-(2,4-difluorophenyl)-1-propanone). The yield is 92.0%. RXN SMILES: C(OC(N[CH:12]1[NH:16][C@H:15]([CH3:17])[C:14]([C:19]2[CH:24]=[CH:23][C:22]([F:25])=[CH:21][C:20]=2[F:26])([OH:18])[O:13]1)=O)C1C=CC=CC=1.[OH2:27].Cl>O1CCCC1>[CH2:14]([O:27][C:12]([NH:16][C@H:15]([CH3:17])[C:14]([C:19]1[CH:24]=[CH:23][C:22]([F:25])=[CH:21][C:20]=1[F:26])=[O:18])=[O:13])[C:19]1[CH:24]=[CH:23][CH:22]=[CH:21][CH:20]=1. Procedure details: In tetrahydrofuran (35 mL) was dissolved (4R)-2-(benzyloxycarbonyl)amino-5-(2,4-difluorophenyl)-4-methyl-5-hydroxyoxazolidine (6.98 g) prepared in Example 16, and water (25 mL) and conc. hydrochloric acid (10 mL) were added. The mixture was processed as described in Example 13 to give the title compound (5.87 g) as pale yellow syrup in a yield of 92%.